From a dataset of the Open Reaction Database (ORD), a public repository of structured organic reaction records. describe an organic reaction: reactants, conditions, products, and yield Starting materials: CN(C)C=O, [H-], [Na+], O=c1ccc(-c2c(-c3ccccc3)nn3ccccc23)n[nH]1, C1CCC2OC2C1. Reaction SMILES: [CH3:32][N:33]([CH3:34])[CH:35]=[O:36].[H-:23].[Na+:24].[O:1]=[c:2]1[nH:3][n:4][c:5](-[c:8]2[c:9](-[c:17]3[cH:18][cH:19][cH:20][cH:21][cH:22]3)[n:10][n:11]3[c:12]2[cH:13][cH:14][cH:15][cH:16]3)[cH:6][cH:7]1.[O:25]1[CH:26]2[CH:27]1[CH2:28][CH2:29][CH2:30][CH2:31]2>>[O:1]=[c:2]1[n:3]([CH:27]2[CH:26]([OH:25])[CH2:31][CH2:30][CH2:29][CH2:28]2)[n:4][c:5](-[c:8]2[c:9](-[c:17]3[cH:18][cH:19][cH:20][cH:21][cH:22]3)[n:10][n:11]3[c:12]2[cH:13][cH:14][cH:15][cH:16]3)[cH:6][cH:7]1. Product: O=c1ccc(-c2c(-c3ccccc3)nn3ccccc23)nn1C1CCCCC1O. Starting materials: CC(C)(C)OC(=O)NN, O=C([O-])[O-], [Cs+], [Cs+], [Cu]I, Ic1cccc(N2CCOCC2)c1, CN(C)C=O, O, c1cnc2c(c1)ccc1cccnc12. Product: CC(C)(C)OC(=O)N(N)c1cccc(N2CCOCC2)c1. As a reaction SMILES: [C:14]([CH3:15])([CH3:16])([CH3:17])[O:18][C:19]([NH:20][NH2:21])=[O:22].[C:37](=[O:38])([O-:39])[O-:40].[Cs+:41].[Cs+:42].[Cu:48][I:49].[I:1][c:2]1[cH:3][c:4]([N:8]2[CH2:9][CH2:10][O:11][CH2:12][CH2:13]2)[cH:5][cH:6][cH:7]1.[O:43]=[CH:44][N:45]([CH3:46])[CH3:47].[OH2:50].[cH:23]1[cH:24][c:25]2[cH:26][cH:27][c:28]3[c:29]([c:30]2[n:31][cH:32]1)[n:33][cH:34][cH:35][cH:36]3>>[c:2]1([N:20]([C:19]([O:18][C:14]([CH3:15])([CH3:16])[CH3:17])=[O:22])[NH2:21])[cH:3][c:4]([N:8]2[CH2:9][CH2:10][O:11][CH2:12][CH2:13]2)[cH:5][cH:6][cH:7]1. Starting materials: CN(C)C=O, NC(=O)c1ccc(OCCCl)cc1, [H-], [Na+], c1c[nH]cn1. Yields the product NC(=O)c1ccc(OCCn2ccnc2)cc1. RXN SMILES: [CH3:21][N:22]([CH3:23])[CH:24]=[O:25].[Cl:8][CH2:9][CH2:10][O:11][c:12]1[cH:13][cH:14][c:15]([C:16](=[O:17])[NH2:18])[cH:19][cH:20]1.[H-:1].[Na+:2].[nH:3]1[cH:4][n:5][cH:6][cH:7]1>>[n:3]1([CH2:9][CH2:10][O:11][c:12]2[cH:13][cH:14][c:15]([C:16](=[O:17])[NH2:18])[cH:19][cH:20]2)[cH:4][n:5][cH:6][cH:7]1. Starting materials: CC=1C=C(C=CC1C)B(O)O (3,4-dimethylphenylboronic acid), [F-].[Cs+] (cesium fluoride), C1(=CC=CC=C1)P(CCCCP(C1=CC=CC=C1)C1=CC=CC=C1)C1=CC=CC=C1 (1,4-bis(diphenylphosphino)butane), NC1=C(C(=NC(=C1)Cl)C(=O)OC)Cl (methyl 4-amino-3,6-dichloropyridine-2-carboxylate). The reagents and catalysts are C(C)(=O)[O-].[Pd+2].C(C)(=O)[O-] (Palladium acetate). The solvent is O (water), C(C)#N (acetonitrile), C(C)N(CC)CC (triethylamine). The product is NC1=C(C(=NC(=C1)C1=CC(=C(C=C1)C)C)C(=O)OC)Cl (methyl 4-amino-3-chloro-6-(3,4-dimethylphenyl)pyridine-2-carboxylate). Isolated yield 50.0%. As a reaction SMILES: [CH3:1][C:2]1[CH:3]=[C:4](B(O)O)[CH:5]=[CH:6][C:7]=1[CH3:8].[F-].[Cs+].C1(P(C2C=CC=CC=2)CCCCP(C2C=CC=CC=2)C2C=CC=CC=2)C=CC=CC=1.[NH2:44][C:45]1[CH:50]=[C:49](Cl)[N:48]=[C:47]([C:52]([O:54][CH3:55])=[O:53])[C:46]=1[Cl:56]>C(#N)C.C([O-])(=O)C.[Pd+2].C([O-])(=O)C.O.C(N(CC)CC)C>[NH2:44][C:45]1[CH:50]=[C:49]([C:4]2[CH:5]=[CH:6][C:7]([CH3:8])=[C:2]([CH3:1])[CH:3]=2)[N:48]=[C:47]([C:52]([O:54][CH3:55])=[O:53])[C:46]=1[Cl:56] |f:1.2,6.7.8|. Reported procedure: A solution of 3,4-dimethylphenylboronic acid (2.1 g, 14.0 mmol), cesium fluoride (6.3 g, 41.5 mmol), 1,4-bis(diphenylphosphino)butane (0.5 g, 1.2 mmol), methyl 4-amino-3,6-dichloropyridine-2-carboxylate (2.5 g, 10.0 mmol) and triethylamine (5 mL) in acetonitrile (100 mL) was sparged for thirty minutes with nitrogen. Palladium acetate (0.3 g, 1.2 mmol) was added and the reaction mixture heated under reflux for three hours. After cooling water (200 mL) was added and the mixture extracted with ethy... Starting materials: Br.NCC(=O)NC1=CC(=C(C=C1)O)O (2-amino-N-(3,4-dihydroxyphenyl)acetamide hydrobromide salt), C([O-])(O)=O.[Na+] (sodium bicarbonate). The solvent is O (water). Yields the product NCC(=O)NC1=CC(=C(C=C1)O)O (2-Amino-N-(3,4-dihydroxyphenyl)acetamide). RXN SMILES: Br.[NH2:2][CH2:3][C:4]([NH:6][C:7]1[CH:12]=[CH:11][C:10]([OH:13])=[C:9]([OH:14])[CH:8]=1)=[O:5].C(=O)(O)[O-].[Na+]>O>[NH2:2][CH2:3][C:4]([NH:6][C:7]1[CH:12]=[CH:11][C:10]([OH:13])=[C:9]([OH:14])[CH:8]=1)=[O:5] |f:0.1,2.3|. Procedure details: To a solution of 26.2 g (76.2 mmol) of [2-[(3,4-dimethoxyphenyl)amino]-2-oxoethyl]carbamic acid in 1 liter of absolute dichloromethane was added dropwise at -60° C. 63.1 g of boron tribromide. After stirring overnight at room temperature, 180 ml of water was added at 0° C. The resulting precipitate was filtered off and dried in vacuo. To a solution of 26.1 g of crude 2-amino-N-(3,4-dihydroxyphenyl)acetamide hydrobromide salt in 600 ml of methanol was added 8 ml of concentrated hydrochloric acid ... Starting materials: COC(=O)c1c(-c2nc3ccccn3c2Cc2cn(CCOC3CCCCO3)c3cccc(C)c23)ccc2ccccc12, CC(=O)O, [Na+], [OH-], O. The product is COC(=O)c1c(-c2nc3ccccn3c2Cc2cn(CCO)c3cccc(C)c23)ccc2ccccc12. RXN SMILES: [CH3:1][c:2]1[c:3]2[c:4]([CH2:20][c:21]3[c:22](-[c:30]4[c:31]([C:40](=[O:41])[O:42][CH3:43])[c:32]5[cH:33][cH:34][cH:35][cH:36][c:37]5[cH:38][cH:39]4)[n:23][c:24]4[n:25]3[cH:26][cH:27][cH:28][cH:29]4)[cH:5][n:6]([CH2:11][CH2:12][O:13][CH:14]3[CH2:15][CH2:16][CH2:17][CH2:18][O:19]3)[c:7]2[cH:8][cH:9][cH:10]1.[CH3:44][C:45](=[O:46])[OH:47].[Na+:49].[OH-:48].[OH2:50]>>[CH3:1][c:2]1[c:3]2[c:4]([CH2:20][c:21]3[c:22](-[c:30]4[c:31]([C:40](=[O:41])[O:42][CH3:43])[c:32]5[cH:33][cH:34][cH:35][cH:36][c:37]5[cH:38][cH:39]4)[n:23][c:24]4[n:25]3[cH:26][cH:27][cH:28][cH:29]4)[cH:5][n:6]([CH2:11][CH2:12][OH:13])[c:7]2[cH:8][cH:9][cH:10]1. Starting materials: OCc1cncc(Br)c1, CCOCC, ClCCl, O=[Cr](=O)([O-])Cl, c1cc[nH+]cc1. Product: O=Cc1cncc(Br)c1. Reaction SMILES: [Br:12][c:13]1[cH:14][c:15]([CH2:19][OH:20])[cH:16][n:17][cH:18]1.[CH3:21][CH2:22][O:23][CH2:24][CH3:25].[Cl:26][CH2:27][Cl:28].[O:1]=[Cr:2]([Cl:3])([O-:4])=[O:5].[nH+:6]1[cH:7][cH:8][cH:9][cH:10][cH:11]1>>[Br:12][c:13]1[cH:14][c:15]([CH:19]=[O:20])[cH:16][n:17][cH:18]1. Reactants: E2, FC=1C=C(OC2=C(C=C(C=C2F)CO)F)C=C(C1)F ((4-(3,5-difluorophenoxy)-3,5-difluorophenyl)methanol), ClC1=NC(N2C(N(CCC2)C)=C1)=O (8-chloro-1-methyl-3,4-dihydro-1H-pyrimido[1,6-a]pyrimidin-6(2H)-one). Yields the product FC=1C=C(OC2=C(C=C(COC3=NC(N4C(N(CCC4)C)=C3)=O)C=C2F)F)C=C(C1)F (8-((4-(3,5-difluorophenoxy)-3,5-difluorobenzyl)oxy)-1-methyl-3,4-dihydro-1H-pyrimido[1,6-a]pyrimidin-6(2H)-one). Reaction SMILES: [F:1][C:2]1[CH:3]=[C:4]([CH:16]=[C:17]([F:19])[CH:18]=1)[O:5][C:6]1[C:11]([F:12])=[CH:10][C:9]([CH2:13][OH:14])=[CH:8][C:7]=1[F:15].Cl[C:21]1[CH:31]=[C:25]2[N:26]([CH3:30])[CH2:27][CH2:28][CH2:29][N:24]2[C:23](=[O:32])[N:22]=1>>[F:1][C:2]1[CH:3]=[C:4]([CH:16]=[C:17]([F:19])[CH:18]=1)[O:5][C:6]1[C:11]([F:12])=[CH:10][C:9]([CH2:13][O:14][C:21]2[CH:31]=[C:25]3[N:26]([CH3:30])[CH2:27][CH2:28][CH2:29][N:24]3[C:23](=[O:32])[N:22]=2)=[CH:8][C:7]=1[F:15]. Procedure: The title compound or its salt was prepared by a procedure similar to that described for E2 starting from (4-(3,5-difluorophenoxy)-3,5-difluorophenyl)methanol and 8-chloro-1-methyl-3,4-dihydro-1H-pyrimido[1,6-a]pyrimidin-6(2H)-one. Starting materials: C1(=CC=CC=C1)C (toluene), C1=CC=CC=2C3=CC=CC=C3NC12 (carbazole), CC(C)([O-])C.[Na+] (sodium t-butoxide), C1=CC=CC=2C3=CC=CC=C3NC12 (carbazole), BrC1=CC=C(C=C1)Br (1,4-dibromobenzene). Reagents/catalysts: C=1C=CC(=CC1)/C=C/C(=O)/C=C/C2=CC=CC=C2.C=1C=CC(=CC1)/C=C/C(=O)/C=C/C2=CC=CC=C2.C=1C=CC(=CC1)/C=C/C(=O)/C=C/C2=CC=CC=C2.[Pd].[Pd] (Pd2dba3), C1=CC=C(C=C1)P([C-]2C=CC=C2)C3=CC=CC=C3.C1=CC=C(C=C1)P([C-]2C=CC=C2)C3=CC=CC=C3.[Fe+2] (dppf). Run in O.CCOCC (water ether). Reaction conditions: temperature 100 celsius, time 15 minute. Product: BrC1=CC=CC=2N(C3=CC=CC=C3C12)C1=CC=CC=C1 (4-Bromo-N-phenylcarbazole). Reaction SMILES: C1(C)C=CC=CC=1.CC(C)([O-])C.[Na+].[CH:14]1[C:26]2[NH:25][C:24]3[C:19](=[CH:20][CH:21]=[CH:22][CH:23]=3)[C:18]=2[CH:17]=[CH:16][CH:15]=1.Br[C:28]1[CH:33]=[CH:32][C:31]([Br:34])=[CH:30][CH:29]=1>C1C=CC(/C=C/C(/C=C/C2C=CC=CC=2)=O)=CC=1.C1C=CC(/C=C/C(/C=C/C2C=CC=CC=2)=O)=CC=1.C1C=CC(/C=C/C(/C=C/C2C=CC=CC=2)=O)=CC=1.[Pd].[Pd].C1C=CC(P(C2C=CC=CC=2)[C-]2C=CC=C2)=CC=1.C1C=CC(P(C2C=CC=CC=2)[C-]2C=CC=C2)=CC=1.[Fe+2].O.CCOCC>[Br:34][C:31]1[C:32]2[C:23]3[C:24](=[CH:19][CH:20]=[CH:21][CH:22]=3)[N:25]([C:26]3[CH:14]=[CH:15][CH:16]=[CH:17][CH:18]=3)[C:33]=2[CH:28]=[CH:29][CH:30]=1 |f:1.2,5.6.7.8.9,10.11.12,13.14|. Procedure details: A reaction vessel was charged with 4.37 mmol (4.00 g) Pd2dba3, (dba=dibenzoylacetone), 6.55 mmol (3.63 g) dppf (dppf=diphenylphosphine ferrocene), and 400 ml dry toluene. Using a magnetic stir bar and hot plate, the mixture was stirred for 15 minutes under argon. Then 436 mmol (48.92 g) sodium t-butoxide was added against counter flow of argon and the reaction was stirred another 30 minutes. Then 291 mmol (48.66 g) carbazole with 873 mmol (205.96 g) 1,4-dibromobenzene were added and the reaction...